Task: describe an organic reaction: reactants, conditions, products, and yield. Dataset: the Open Reaction Database (ORD), a public repository of structured organic reaction records Reactants: OC(CNS(=O)(=O)C1=CC(=CC=C1)S(NC1=C(C=C(C=C1)F)C(F)(F)F)(=O)=O)C1OC(OC1)(C)C (3-[N-(4-fluoro-2-trifluoromethylphenyl)sulfamoyl]-benzenesulfonic acid-[2-hydroxy-2-(2,2-dimethyl-1,3-dioxolan-4-yl)-ethylamide]), O (water). Run in CO (methanol). Reaction conditions: time 1 hour. The product is OC(CNS(=O)(=O)C1=CC(=CC=C1)S(NC1=C(C=C(C=C1)F)C(F)(F)F)(=O)=O)C(CO)O (3-[N-(4-Fluoro-2-trifluoromethylphenyl)sulfamoyl]- benzenesulfonic acid-(2,3,4-trihydroxybutyl)amide). As a reaction SMILES: [OH:1][CH:2]([CH:29]1[CH2:33][O:32]C(C)(C)[O:30]1)[CH2:3][NH:4][S:5]([C:8]1[CH:13]=[CH:12][CH:11]=[C:10]([S:14](=[O:28])(=[O:27])[NH:15][C:16]2[CH:21]=[CH:20][C:19]([F:22])=[CH:18][C:17]=2[C:23]([F:26])([F:25])[F:24])[CH:9]=1)(=[O:7])=[O:6].O>CO>[OH:1][CH:2]([CH:29]([OH:30])[CH2:33][OH:32])[CH2:3][NH:4][S:5]([C:8]1[CH:13]=[CH:12][CH:11]=[C:10]([S:14](=[O:28])(=[O:27])[NH:15][C:16]2[CH:21]=[CH:20][C:19]([F:22])=[CH:18][C:17]=2[C:23]([F:25])([F:26])[F:24])[CH:9]=1)(=[O:6])=[O:7]. Procedure details: 2.78 g (5 mmol) of 3-[N-(4-fluoro-2-trifluoromethylphenyl)sulfamoyl]-benzenesulfonic acid-[2-hydroxy-2-(2,2-dimethyl-1,3-dioxolan-4-yl)-ethylamide] is dissolved in 10 ml of methanol, 10 ml of water and a catalytic amount of cation exchanger Amberlyst 15 are added and boiled for 1 hour. The ion exchanger is filtered off and the filtrate is evaporated to dryness. 2.12 g (4.12 mmol)=82.3% of the theoretical yield of the product is obtained as an amorphous solid.